Dataset: the Open Reaction Database (ORD), a public repository of structured organic reaction records. Task: describe an organic reaction: reactants, conditions, products, and yield Starting materials: N=1NN=NC1C1=C(C(=O)OCC)C=CC=C1 (ethyl 2-(2H-tetrazol-5-yl)benzoate), [OH-].[Na+] (NaOH). Solvent: C(C)O (ethanol). Product: N=1NN=NC1C1=C(C(=O)O)C=CC=C1 (2-(2-H-tetrazol-5-yl)benzoic acid). Yield: 0.1%. As a reaction SMILES: [N:1]1[NH:2][N:3]=[N:4][C:5]=1[C:6]1[CH:16]=[CH:15][CH:14]=[CH:13][C:7]=1[C:8]([O:10]CC)=[O:9].[OH-].[Na+]>C(O)C>[N:4]1[NH:3][N:2]=[N:1][C:5]=1[C:6]1[CH:16]=[CH:15][CH:14]=[CH:13][C:7]=1[C:8]([OH:10])=[O:9] |f:1.2|. Reported procedure: Methyl 2-cyanobenzoate (0.124 moles, 20.0 g) was dissolved in 55 g tributyltinazide and heated at 85° C. for 72 hours. The solution was allowed to cool. Methanol (200 mi) and water (50 mi) were added. The solution was stirred for 1hour. Ethyl acetate and brine were added. The organic layer was dried and evaporated. The residue was triturated 3 times with large volumes of hexane, dissolved in chloroform, and precipitated with hexane. The precipitate was filtered to yield 10.0 g of ethyl 2-(2H-tet... Run in ClCCl (dichloromethane), O (water). Reaction conditions: temperature 25 celsius. Reported procedure: A 47.5 g (0.6 mol) sample of pyridine was added dropwise to a stirred and cooled (ice bath) slurry of 53.0 g (0.3 mol) benzenesulfonyl chloride and 37.7 g (0.3 mol) glycine methyl ester hydrochloride in 500 ml dichloromethane. The reaction mixture was then allowed to warm to 25° C. and was stirred for about 16 hours. The reaction mixture was diluted with 250 ml water, the organic layer was separated, washed with water, washed with 10% aqueous hydrochloric acid solution, washed with water, dried ... Starting materials: C1(=CC=CC=C1)S(=O)(=O)Cl (benzenesulfonyl chloride), Cl.COC(CN)=O (glycine methyl ester hydrochloride), N1=CC=CC=C1 (pyridine). As a reaction SMILES: N1C=CC=CC=1.[C:7]1([S:13](Cl)(=[O:15])=[O:14])[CH:12]=[CH:11][CH:10]=[CH:9][CH:8]=1.Cl.[CH3:18][O:19][C:20](=[O:23])[CH2:21][NH2:22]>ClCCl.O>[CH3:18][O:19][C:20]([CH2:21][NH:22][S:13]([C:7]1[CH:12]=[CH:11][CH:10]=[CH:9][CH:8]=1)(=[O:15])=[O:14])=[O:23] |f:2.3|. Isolated yield 53.1%. The product is COC(=O)CNS(=O)(=O)C1=CC=CC=C1 (N-(methoxycarbonylmethyl)benzenesulfonamide).